Dataset: the Open Reaction Database (ORD), a public repository of structured organic reaction records. Task: describe an organic reaction: reactants, conditions, products, and yield The product is OC1=C(C=C(C=C1)C=1C=CN2C(C(=CC(=C2C1C)C1CC1)C(=O)OC)=O)OC (methyl 8-(4-hydroxy-3-methoxyphenyl)-1-cyclopropyl-9-methyl-4-oxo-4H-quinolizine-3-carboxylate). Reaction SMILES: Cl[C:2]1[CH:3]=[CH:4][N:5]2[C:10]([C:11]=1[CH3:12])=[C:9]([CH:13]1[CH2:15][CH2:14]1)[CH:8]=[C:7]([C:16]([O:18][CH3:19])=[O:17])[C:6]2=[O:20].[CH3:21][O:22][C:23]1[CH:28]=[C:27](B2OC(C)(C)C(C)(C)O2)[CH:26]=[CH:25][C:24]=1[OH:38]>>[OH:38][C:24]1[CH:25]=[CH:26][C:27]([C:2]2[CH:3]=[CH:4][N:5]3[C:10]([C:11]=2[CH3:12])=[C:9]([CH:13]2[CH2:15][CH2:14]2)[CH:8]=[C:7]([C:16]([O:18][CH3:19])=[O:17])[C:6]3=[O:20])=[CH:28][C:23]=1[O:22][CH3:21]. Procedure details: Methyl 8-(4-hydroxy-3-methoxyphenyl)-1-cyclopropyl-9-methyl-4-oxo-4H-quinolizine-3-carboxylate was prepared according to General Procedure A from methyl 8-chloro-1-cyclopropyl-9-methyl-4-oxo-4H-quinolizine-3-carboxylate (100 mg, 0.34 mmol) and 2-methoxy-4-(4,4,5,5-tetramethyl-1,3,2-dioxaborolan-2-yl)phenol (102.7 mg, 0.41 mmol). Purification by flash silica column chromatography (DCM:MeOH) (1:0 to 9:1) afforded the title compound as a yellow solid (101 mg, 78%). Yield: 78.3%. Reactants: ClC=1C=CN2C(C(=CC(=C2C1C)C1CC1)C(=O)OC)=O (methyl 8-chloro-1-cyclopropyl-9-methyl-4-oxo-4H-quinolizine-3-carboxylate), COC1=C(C=CC(=C1)B1OC(C(O1)(C)C)(C)C)O (2-methoxy-4-(4,4,5,5-tetramethyl-1,3,2-dioxaborolan-2-yl)phenol). Reactants: N#CCBr, O=C([O-])[O-], Cc1cc2c(C(F)(F)F)c(C#N)ccc2[nH]1, [Cs+], [Cs+], CN(C)C=O. The product is Cc1cc2c(C(F)(F)F)c(C#N)ccc2n1CC#N. Reaction SMILES: [Br:23][CH2:24][C:25]#[N:26].[C:17](=[O:18])([O-:19])[O-:20].[CH3:1][c:2]1[nH:3][c:4]2[cH:5][cH:6][c:7]([C:15]#[N:16])[c:8]([C:11]([F:12])([F:13])[F:14])[c:9]2[cH:10]1.[Cs+:21].[Cs+:22].[O:27]=[CH:28][N:29]([CH3:30])[CH3:31]>>[CH3:1][c:2]1[n:3]([CH2:24][C:25]#[N:26])[c:4]2[cH:5][cH:6][c:7]([C:15]#[N:16])[c:8]([C:11]([F:12])([F:13])[F:14])[c:9]2[cH:10]1. Reactants: C(C)(C)(C)OC(=O)N1CC(CCC1)(NC1=CC=CC=C1)C#N (3-cyano-3-phenylamino-piperidine-1-carboxylic acid tert-butyl ester), C([O-])([O-])=O.[K+].[K+] (potassium carbonate), OO (hydrogen peroxide), C([O-])([O-])=O.[K+].[K+] (potassium carbonate), OO (hydrogen peroxide). The solvent is CS(=O)C (DMSO), CCOC(=O)C (EtOAc). Run at time 8 hour. Yields the product C(C)(C)(C)OC(=O)N1CC(CCC1)(NC1=CC=CC=C1)C(N)=O (3-Carbamoyl-3-phenylamino-piperidine-1-carboxylic acid tert-butyl ester). Reaction SMILES: [C:1]([O:5][C:6]([N:8]1[CH2:13][CH2:12][CH2:11][C:10]([C:21]#[N:22])([NH:14][C:15]2[CH:20]=[CH:19][CH:18]=[CH:17][CH:16]=2)[CH2:9]1)=[O:7])([CH3:4])([CH3:3])[CH3:2].C(=O)([O-])[O-:24].[K+].[K+].OO>CS(C)=O.CCOC(C)=O>[C:1]([O:5][C:6]([N:8]1[CH2:13][CH2:12][CH2:11][C:10]([C:21](=[O:24])[NH2:22])([NH:14][C:15]2[CH:16]=[CH:17][CH:18]=[CH:19][CH:20]=2)[CH2:9]1)=[O:7])([CH3:4])([CH3:2])[CH3:3] |f:1.2.3|. Procedure details: To a solution of 3-cyano-3-phenylamino-piperidine-1-carboxylic acid tert-butyl ester (1.1 g, 3.65 mmol) in DMSO (10 ml) was added potassium carbonate (76 mg, 0.54 mmol) and hydrogen peroxide (35% in water solution) (0.73 ml, 8.4 mmol). The reaction mixture was stirred at RT overnight. Further portions of potassium carbonate (76 mg, 0.54 mmol) and hydrogen peroxide (35% in water solution) (0.73 ml, 8.4 mmol) were added and stirring continued for 24 hrs. The mixture was diluted with EtOAc (10 ml) ... The reactants are OCC(CN=[N+]=[N-])(CN=[N+]=[N-])COS(=O)(=O)C1=CC=C(C=C1)C (2-Hydroxymethyl-2-para-toluene-sulfonyloxymethyl-1,3-diazidopropane), potassium tert.-butylate. The solvent is O1CCOCC1 (dioxane). Run at temperature 60 celsius, time 3 hour. The product is N(=[N+]=[N-])CC1(COC1)CN=[N+]=[N-] (3,3-Bis-(azidomethyl)-oxetane). Reaction SMILES: O[CH2:2][C:3]([CH2:12][O:13]S(C1C=CC(C)=CC=1)(=O)=O)([CH2:8][N:9]=[N+:10]=[N-:11])[CH2:4][N:5]=[N+:6]=[N-:7]>O1CCOCC1>[N:9]([CH2:8][C:3]1([CH2:4][N:5]=[N+:6]=[N-:7])[CH2:2][O:13][CH2:12]1)=[N+:10]=[N-:11]. Procedure details: 0.1 mole of compound 9 was dissolved in 100 ml of dry dioxane. 0.15 Mole of potassium tert.-butylate was added, with exclusion of moisture. After the reaction mixture had been stirred at 60° C. for 3 hours, it was concentrated. The residue was taken up in 400 ml of ether and the mixture was washed twice with 5% strength (weight: volume) aqueous NaCl solution. The organic phase was dried and concentrated in vacuo. The uniform product was further purified by column chromatography (eluting agent: c... Reaction SMILES: [CH3:1][S:2]([O:3][CH:6]1[CH:7]([O:12][c:13]2[cH:14][cH:15][c:16]([Br:19])[cH:17][cH:18]2)[CH2:8][CH2:9][CH2:10][CH2:11]1)(=[O:4])=[O:5].[CH3:24][N:25]([CH3:26])[CH:27]=[O:28].[N-:21]=[N+:22]=[N-:23].[Na+:20].[OH2:29]>>[CH:6]1([N:21]=[N+:22]=[N-:23])[CH:7]([O:12][c:13]2[cH:14][cH:15][c:16]([Br:19])[cH:17][cH:18]2)[CH2:8][CH2:9][CH2:10][CH2:11]1. Reactants: CS(=O)(=O)OC1CCCCC1Oc1ccc(Br)cc1, CN(C)C=O, [N-]=[N+]=[N-], [Na+], O. Yields the product [N-]=[N+]=NC1CCCCC1Oc1ccc(Br)cc1. Starting materials: C(C)(=O)OC(C)C (Isopropyl acetate), C(C)(C)(C)OC(=O)N1C(C(C[C@H]1CC1=CC=C(C=C1)C1=CC=CC=C1)=C)=O ((R)-5-biphenyl-4-ylmethyl-3-methylene-2-oxo-pyrrolidine-1-carboxylic acid tert-butyl ester), [H][H] (Hydrogen). The reagents and catalysts are [Pd] (palladium on carbon). Run at time 24 hour. Product: C(C)(C)(C)OC(=O)N1C([C@@H](C[C@H]1CC1=CC=C(C=C1)C1=CC=CC=C1)C)=O ((3R,5S)-5-biphenyl-4-ylmethyl-3-methyl-2-oxo-pyrrolidine-1-carboxylic acid tert-butyl ester), C(C)(C)(C)OC(=O)N1C([C@H](C[C@H]1CC1=CC=C(C=C1)C1=CC=CC=C1)C)=O ((3S,5S)-5-biphenyl-4-ylmethyl-3-methyl-2-oxo-pyrrolidine-1-carboxylic acid tert-butyl ester). As a reaction SMILES: C(OC(C)C)(=O)C.[C:8]([O:12][C:13]([N:15]1[C@H:19]([CH2:20][C:21]2[CH:26]=[CH:25][C:24]([C:27]3[CH:32]=[CH:31][CH:30]=[CH:29][CH:28]=3)=[CH:23][CH:22]=2)[CH2:18][C:17](=[CH2:33])[C:16]1=[O:34])=[O:14])([CH3:11])([CH3:10])[CH3:9].[H][H]>[Pd]>[C:8]([O:12][C:13]([N:15]1[C@H:19]([CH2:20][C:21]2[CH:22]=[CH:23][C:24]([C:27]3[CH:28]=[CH:29][CH:30]=[CH:31][CH:32]=3)=[CH:25][CH:26]=2)[CH2:18][C@@H:17]([CH3:33])[C:16]1=[O:34])=[O:14])([CH3:11])([CH3:9])[CH3:10].[C:8]([O:12][C:13]([N:15]1[C@H:19]([CH2:20][C:21]2[CH:22]=[CH:23][C:24]([C:27]3[CH:28]=[CH:29][CH:30]=[CH:31][CH:32]=3)=[CH:25][CH:26]=2)[CH2:18][C@H:17]([CH3:33])[C:16]1=[O:34])=[O:14])([CH3:11])([CH3:9])[CH3:10]. Procedure: Isopropyl acetate (1 ml) is added to a mixture of 100 mg (R)-5-biphenyl-4-ylmethyl-3-methylene-2-oxo-pyrrolidine-1-carboxylic acid tert-butyl ester (4-a, R1=Boc) and 10% palladium on carbon (10 mg, 50% water wet, Degussa type E101 NE/W). Hydrogen gas is applied to the mixture. The mixture is stirred at ambient temperature and pressure for 24 h. The mixture is then filtered over Celite and washed with isopropyl acetate (2×0.5 ml). The mixture is then concentrated in vacuo to give (3R,5S)-5-biphen... The reactants are O (H2O), C(C=C)C1=C2C=3CCCC(C3NC2=CC=C1O)CC(=O)OCC (ethyl 5-allyl-6-hydroxy-1,2,3,4-tetrahydrocarbazol-1-ylacetate), C(=O)([O-])[O-].[K+].[K+] (K2CO3), Cl.ClCC1=NC2=CC=CC=C2C=C1 (2-(chloromethyl)quinoline hydrochloride). The solvent is CN(C)C=O (DMF). Reaction conditions: time 48 hour. Yields the product C(C=C)C1=C2C=3CCCC(C3NC2=CC=C1OCC1=NC2=CC=CC=C2C=C1)CC(=O)OCC (ethyl 5-allyl-6-(quinolin-2-ylmethoxy)-1,2,3,4-tetrahydrocarbazol-1-ylacetate). Reaction SMILES: [CH2:1]([C:4]1[C:16]([OH:17])=[CH:15][CH:14]=[C:13]2[C:5]=1[C:6]1[CH2:7][CH2:8][CH2:9][CH:10]([CH2:18][C:19]([O:21][CH2:22][CH3:23])=[O:20])[C:11]=1[NH:12]2)[CH:2]=[CH2:3].Cl.Cl[CH2:26][C:27]1[CH:36]=[CH:35][C:34]2[C:29](=[CH:30][CH:31]=[CH:32][CH:33]=2)[N:28]=1.C([O-])([O-])=O.[K+].[K+].O>CN(C=O)C>[CH2:1]([C:4]1[C:16]([O:17][CH2:26][C:27]2[CH:36]=[CH:35][C:34]3[C:29](=[CH:30][CH:31]=[CH:32][CH:33]=3)[N:28]=2)=[CH:15][CH:14]=[C:13]2[C:5]=1[C:6]1[CH2:7][CH2:8][CH2:9][CH:10]([CH2:18][C:19]([O:21][CH2:22][CH3:23])=[O:20])[C:11]=1[NH:12]2)[CH:2]=[CH2:3] |f:1.2,3.4.5|. Procedure details: The compound from Step 4 (400 mg) is dissolved in 3.0 ml of DMF and 400 mg of 2-(chloromethyl)quinoline hydrochloride is added, followed by 275 mg of K2CO3. The reaction is stirred for 48 hours, 3.0 ml of H2O is added and the product extracted into Et2O. After washing with brine, the organic phase is dried and evaporated to yield ethyl 5-allyl-6-(quinolin-2-ylmethoxy)-1,2,3,4-tetrahydrocarbazol-1-ylacetate. The reactants are [BH4-].[Li+] (lithium borohydride), CN1CC=2N(C3=C(C1=O)C=CC=C3)C=NC2C(=O)OCC (ethyl 5,6-dihydro-5-methyl-6-oxo-4H-imidazo[1,5-a][1,4]benzodiazepine-3-carboxylate), Cl (hydrochloric acid). The solvent is O1CCCC1 (tetrahydrofuran), O1CCCC1 (tetrahydrofuran). Conditions: time 2 hour. Product: OCC=1N=CN2C1CN(C(C1=C2C=CC=C1)=O)C (4,5-dihydro-3-(hydroxymethyl)-5-methyl-6H-imidazo[1,5-a][1,4]benzodiazepin-6-one). RXN SMILES: [CH3:1][N:2]1[C:8](=[O:9])[C:7]2[CH:10]=[CH:11][CH:12]=[CH:13][C:6]=2[N:5]2[CH:14]=[N:15][C:16]([C:17](OCC)=[O:18])=[C:4]2[CH2:3]1.[BH4-].[Li+].Cl>O1CCCC1>[OH:18][CH2:17][C:16]1[N:15]=[CH:14][N:5]2[C:6]3[CH:13]=[CH:12][CH:11]=[CH:10][C:7]=3[C:8](=[O:9])[N:2]([CH3:1])[CH2:3][C:4]=12 |f:1.2|. Reported procedure: 21.5 g (75.4 mmol) of ethyl 5,6-dihydro-5-methyl-6-oxo-4H-imidazo[1,5-a][1,4]benzodiazepine-3-carboxylate are dissolved in 250 ml of hot absolute tetrahydrofuran (filtered over Alox basic I) under an argon atmosphere while stirring, cooled to ca 30° C. and treated dropwise with a solution of 1.66 g (75.4 mmol) of lithium borohydride in 25 ml of absolute tetrahydrofuran. The mixture is heated to boiling under reflux for 6 hours, cooled to room temperature and decomposed with 50 ml of 3 N aqueous ... Starting materials: O=C1CCC(=O)N1Br, Cc1ccc(C#N)c(C(F)(F)F)c1, ClC(Cl)(Cl)Cl, CC(C)(C#N)N=NC(C)(C)C#N. The product is N#Cc1ccc(CBr)cc1C(F)(F)F. As a reaction SMILES: [Br:14][N:15]1[C:16](=[O:17])[CH2:18][CH2:19][C:20]1=[O:21].[CH3:1][c:2]1[cH:3][c:4]([C:10]([F:11])([F:12])[F:13])[c:5]([C:6]#[N:7])[cH:8][cH:9]1.[Cl:34][C:35]([Cl:36])([Cl:37])[Cl:38].[N:22]([C:23]([CH3:24])([CH3:25])[C:26]#[N:27])=[N:28][C:29]([CH3:30])([CH3:31])[C:32]#[N:33]>>[CH2:1]([c:2]1[cH:3][c:4]([C:10]([F:11])([F:12])[F:13])[c:5]([C:6]#[N:7])[cH:8][cH:9]1)[Br:14].